From a dataset of the Open Reaction Database (ORD), a public repository of structured organic reaction records. describe an organic reaction: reactants, conditions, products, and yield Reactants: C(C)(C)(C)OC(N(C)C(CC1=CC2=C(OC(O2)CNC(=O)OCC2=CC=CC=C2)C=C1)C)=O ([2-[2-(benzyloxycarbonylamino-methyl)-benzo[1,3]dioxol-5-yl]-1-methyl-ethyl}-methyl-carbamic Acid Tert-butyl Ester), FC(C(=O)O)(F)F (trifluoroacetic acid). The solvent is ClCCl (dichloromethane). Conditions: time 90 minute. Yields the product FC(C(=O)O)(F)F.C(C1=CC=CC=C1)OC(NCC1OC2=C(O1)C=CC(=C2)CC(C)NC)=O ([5-(2-methylamino-propyl)-benzo[1,3]dioxol-2-yl methyl]-carbamic Acid Benzyl Ester Compound With Trifluoroacetic Acid). RXN SMILES: C(O[C:6](=O)[N:7]([CH:9]([CH3:32])[CH2:10][C:11]1[CH:31]=[CH:30][C:14]2[O:15][CH:16]([CH2:18][NH:19][C:20]([O:22][CH2:23][C:24]3[CH:29]=[CH:28][CH:27]=[CH:26][CH:25]=3)=[O:21])[O:17][C:13]=2[CH:12]=1)C)(C)(C)C.[F:34][C:35]([F:40])([F:39])[C:36]([OH:38])=[O:37]>ClCCl>[F:34][C:35]([F:40])([F:39])[C:36]([OH:38])=[O:37].[CH2:23]([O:22][C:20](=[O:21])[NH:19][CH2:18][CH:16]1[O:15][C:14]2[CH:30]=[CH:31][C:11]([CH2:10][CH:9]([NH:7][CH3:6])[CH3:32])=[CH:12][C:13]=2[O:17]1)[C:24]1[CH:25]=[CH:26][CH:27]=[CH:28][CH:29]=1 |f:3.4|. Procedure: To a solution of 0.41 g (0.89 mmol) of 1G in 2 mL of dichloromethane was added 2 mL of trifluoroacetic acid. The resulting solution was allowed to stir at room temperature for 90 minutes and concentrated under reduced pressure. The residue was purified by silica gel flash column chromatography using 20% methanol in ethyl acetate to give 0.29 g (0.64 mmol, 69%) of 1H as a colorless thick gum (M+Na, 357).